From a dataset of the Open Reaction Database (ORD), a public repository of structured organic reaction records. describe an organic reaction: reactants, conditions, products, and yield Reactants: C(C)(C)[Mg]Cl (isopropylmagnesium chloride), IC1=NN(C2=CC(=CC=C12)C)CCN(C)C (2-(3-iodo-6-methyl-1H-indazol-1-yl)-N,N-dimethylethanamine), C(CCC)[Sn](Cl)(CCCC)CCCC (tributylchlorostannane). Solvent: C1CCOC1 (THF). Run at temperature -20 celsius, time 15 minute. The product is CN(CCN1N=C(C2=CC=C(C=C12)C)[Sn](CCCC)(CCCC)CCCC)C (N,N-dimethyl-2-(6-methyl-3-(tributylstannyl)-1H-indazol-1-yl)ethanamine). Yield: 203.1%. RXN SMILES: I[C:2]1[C:10]2[C:5](=[CH:6][C:7]([CH3:11])=[CH:8][CH:9]=2)[N:4]([CH2:12][CH2:13][N:14]([CH3:16])[CH3:15])[N:3]=1.C([Mg]Cl)(C)C.[CH2:22]([Sn:26]([CH2:32][CH2:33][CH2:34][CH3:35])([CH2:28][CH2:29][CH2:30][CH3:31])Cl)[CH2:23][CH2:24][CH3:25]>C1COCC1>[CH3:15][N:14]([CH3:16])[CH2:13][CH2:12][N:4]1[C:5]2[C:10](=[CH:9][CH:8]=[C:7]([CH3:11])[CH:6]=2)[C:2]([Sn:26]([CH2:28][CH2:29][CH2:30][CH3:31])([CH2:32][CH2:33][CH2:34][CH3:35])[CH2:22][CH2:23][CH2:24][CH3:25])=[N:3]1. Procedure details: A solution of 2-(3-iodo-6-methyl-1H-indazol-1-yl)-N,N-dimethylethanamine (450 mg, 1.4 mmol) in 20 mL of dry THF was cooled to −20° C. under nitrogen atmosphere, isopropylmagnesium chloride (1.4 mL, 2.8 mmol, 2 M in THF) was added and stirred for 15 min at −20° C. Then tributylchlorostannane (0.8 mL, 2.8 mmol) was added and allowed to warm to room temperature. The reaction was cooled in an ice bath and quenched with saturated ammonium chloride solution, extracted with ethyl acetate (3×30 mL), com... The reactants are N([C@@H](CC(C)C)C(=O)N[C@H](CC1=CN(C2=CC=CC=C12)C)C(=O)OCC1=CC=CC=C1)C(=O)OC(C)(C)C (Boc-L-Leu-D-Trp(CH3)-OBzl). Reagents/catalysts: [Pd] (palladium on carbon). Solvent: CO (MeOH), O (water). Product: N([C@@H](CC(C)C)C(=O)N[C@H](CC1=CN(C2=CC=CC=C12)C)C(=O)O)C(=O)OC(C)(C)C (Boc-L-Leu-D-Trp(CH3)-OH). Isolated yield 98.2%. As a reaction SMILES: [NH:1]([C:32]([O:34][C:35]([CH3:38])([CH3:37])[CH3:36])=[O:33])[C@H:2]([C:7]([NH:9][C@@H:10]([C:22]([O:24]CC1C=CC=CC=1)=[O:23])[CH2:11][C:12]1[C:20]2[C:15](=[CH:16][CH:17]=[CH:18][CH:19]=2)[N:14]([CH3:21])[CH:13]=1)=[O:8])[CH2:3][CH:4]([CH3:6])[CH3:5]>CO.O.[Pd]>[NH:1]([C:32]([O:34][C:35]([CH3:37])([CH3:36])[CH3:38])=[O:33])[C@H:2]([C:7]([NH:9][C@@H:10]([C:22]([OH:24])=[O:23])[CH2:11][C:12]1[C:20]2[C:15](=[CH:16][CH:17]=[CH:18][CH:19]=2)[N:14]([CH3:21])[CH:13]=1)=[O:8])[CH2:3][CH:4]([CH3:6])[CH3:5]. Procedure: Boc-L-Leu-D-Trp(CH3)-OBzl (2.40 g) in MeOH (50 ml) and water (1 ml) was hydrogenated over 10% palladium on carbon in a similar manner to that of Preparation 1-4) to give Boc-L-Leu-D-Trp(CH3)-OH (1.95 g). Reactants: CN(CCBr)c1ccccc1, O=C([O-])[O-], CC#N, Cc1nn(C)c(O)c1C(=O)c1ccc(Cl)cc1Cl, [K+], [K+]. Product: Cc1nn(C)c(OCCN(C)c2ccccc2)c1C(=O)c1ccc(Cl)cc1Cl. Reaction SMILES: [Br:25][CH2:26][CH2:27][N:28]([c:29]1[cH:30][cH:31][cH:32][cH:33][cH:34]1)[CH3:35].[C:19](=[O:20])([O-:21])[O-:22].[CH3:36][C:37]#[N:38].[Cl:1][c:2]1[c:3]([C:4](=[O:5])[c:6]2[c:7]([CH3:13])[n:8][n:9]([CH3:12])[c:10]2[OH:11])[cH:14][cH:15][c:16]([Cl:18])[cH:17]1.[K+:23].[K+:24]>>[Cl:1][c:2]1[c:3]([C:4](=[O:5])[c:6]2[c:7]([CH3:13])[n:8][n:9]([CH3:12])[c:10]2[O:11][CH2:26][CH2:27][N:28]([c:29]2[cH:30][cH:31][cH:32][cH:33][cH:34]2)[CH3:35])[cH:14][cH:15][c:16]([Cl:18])[cH:17]1. Reactants: C(C1=CC=CC=C1)OC(=O)N[C@H](C(=O)OC)[C@H](C)OC ((2S,3S)-methyl 2-(((benzyloxy)carbonyl)amino)-3-methoxybutanoate), O1CCCC1 (tetrahydrofuran), [BH4-].[Na+] (sodium borohydride). Solvent: CO (methanol). Reaction conditions: time 2 hour. The product is OC[C@H]([C@H](C)OC)NC(OCC1=CC=CC=C1)=O (Benzyl ((2R,3S)-1-hydroxy-3-methoxybutan-2-yl)carbamate). RXN SMILES: [CH2:1]([O:8][C:9]([NH:11][C@@H:12]([C@@H:17]([O:19][CH3:20])[CH3:18])[C:13](OC)=[O:14])=[O:10])[C:2]1[CH:7]=[CH:6][CH:5]=[CH:4][CH:3]=1.O1CCCC1.[BH4-].[Na+]>CO>[OH:14][CH2:13][C@@H:12]([NH:11][C:9](=[O:10])[O:8][CH2:1][C:2]1[CH:7]=[CH:6][CH:5]=[CH:4][CH:3]=1)[C@@H:17]([O:19][CH3:20])[CH3:18] |f:2.3|. Procedure details: To a stirred solution of (2S,3S)-methyl 2-(((benzyloxy)carbonyl)amino)-3-methoxybutanoate (prepared according to the literature procedure: Bioorg. Med. Chem. Lett. 15 (2005) 1447-1449, 1.60 g, 5.68 mmol) in a 3:1 mixture of tetrahydrofuran and methanol (12 mL), sodium borohydride (0.43 g, 11.38 mmol) was added and the mixture was stirred at room temperature for 2 hours. The volatiles were removed and the residue was dissolved in ethyl acetate (25 mL) and washed with brine (10 mL). Removal of the... Starting materials: C1(=CC=CC=C1)S(=O)(=O)N1C(=C2C=3C(=CC(=CC13)Cl)CCC2CC(NC2=CC=CC=C2)=O)C(=O)OC (methyl 1-benzenesulfonyl-7-chloro-3-phenylcarbamoylmethyl-1,3,4,5-tetrahydrobenz[cd]indole-2-carboxylate), CO (MeOH), [OH-].[Na+] (NaOH), Cl (HCl). Run in C1CCOC1 (THF). Conditions: time 22 hour. Product: ClC=1C=C2C=3C(=C(NC3C1)C(=O)O)C(CC2)CC(NC2=CC=CC=C2)=O (7-Chloro-3-phenylcarbamoylmethyl-1,3,4,5-tetrahydrobenz[cd]indole-2-carboxylic acid). Isolated yield 64.7%. As a reaction SMILES: C1(S([N:10]2[C:18]3[CH:17]=[C:16]([Cl:19])[CH:15]=[C:14]4[CH2:20][CH2:21][CH:22]([CH2:23][C:24](=[O:32])[NH:25][C:26]5[CH:31]=[CH:30][CH:29]=[CH:28][CH:27]=5)[C:12]([C:13]=34)=[C:11]2[C:33]([O:35]C)=[O:34])(=O)=O)C=CC=CC=1.CO.[OH-].[Na+].Cl>C1COCC1>[Cl:19][C:16]1[CH:15]=[C:14]2[CH2:20][CH2:21][CH:22]([CH2:23][C:24](=[O:32])[NH:25][C:26]3[CH:31]=[CH:30][CH:29]=[CH:28][CH:27]=3)[C:12]3=[C:11]([C:33]([OH:35])=[O:34])[NH:10][C:18]([CH:17]=1)=[C:13]23 |f:2.3|. Procedure details: A solution of methyl 1-benzenesulfonyl-7-chloro-3-phenylcarbamoylmethyl-1,3,4,5-tetrahydrobenz[cd]indole-2-carboxylate (140 mg, 0.268 mmol) in a mixture of THF (3 mL), MeOH (3 mL), and 5N NaOH (3 mL) was stirred for 22 h at room temperature, acidified to pH 1 with 1N HCl, and, extracted with 1:1 THF/ethyl acetate. The organic layer was washed successively with water and brine, dried over magnesium sulfate, and concentrated. The residue was rinsed with dichloromethane and dried in vacuo to give 6... Starting materials: CC(=O)Nc1cc(OC(C)=O)c(C(=O)NC2CCN(Cc3ccccc3)CC2)cc1[N+](=O)[O-], CCO, Cl, [Na+], [OH-], O. The product is CC(=O)Nc1cc(O)c(C(=O)NC2CCN(Cc3ccccc3)CC2)cc1[N+](=O)[O-]. Reaction SMILES: [CH2:1]([c:2]1[cH:3][cH:4][cH:5][cH:6][cH:7]1)[N:8]1[CH2:9][CH2:10][CH:11]([NH:14][C:15]([c:16]2[c:17]([O:29][C:30](=[O:31])[CH3:32])[cH:18][c:19]([NH:25][C:26]([CH3:27])=[O:28])[c:20]([N+:22](=[O:23])[O-:24])[cH:21]2)=[O:33])[CH2:12][CH2:13]1.[CH3:36][CH2:37][OH:38].[ClH:39].[Na+:35].[OH-:34].[OH2:40]>>[CH2:1]([c:2]1[cH:3][cH:4][cH:5][cH:6][cH:7]1)[N:8]1[CH2:9][CH2:10][CH:11]([NH:14][C:15]([c:16]2[c:17]([OH:29])[cH:18][c:19]([NH:25][C:26]([CH3:27])=[O:28])[c:20]([N+:22](=[O:23])[O-:24])[cH:21]2)=[O:33])[CH2:12][CH2:13]1. Starting materials: ClC1=C(C(=O)OC(C)C)C=C(C(=C1)F)N1C(NC(=CC1=O)C)=O (isopropyl 2-chloro-4-fluoro-5-[3,6-dihydro-4-methyl-2,6-dioxo-1(2H)-pyrimidinyl]-benzoate), [Na] (sodium), C(C)(C)O (isopropanol). The product is ClC1=C(C(=O)OC(C)C)C=C(C(=C1)F)N1C(N(C(=CC1=O)C)C)=O (isopropyl 2-chloro-4-fluoro-5-[3,6-dihydro-3,4-dimethyl-2,6-dioxo-1(2H)-pyrimidinyl]-benzoate). Reaction SMILES: [Cl:1][C:2]1[CH:13]=[C:12]([F:14])[C:11]([N:15]2[C:20](=[O:21])[CH:19]=[C:18]([CH3:22])[NH:17][C:16]2=[O:23])=[CH:10][C:3]=1[C:4]([O:6][CH:7]([CH3:9])[CH3:8])=[O:5].[Na].[CH:25](O)(C)C>>[Cl:1][C:2]1[CH:13]=[C:12]([F:14])[C:11]([N:15]2[C:20](=[O:21])[CH:19]=[C:18]([CH3:22])[N:17]([CH3:25])[C:16]2=[O:23])=[CH:10][C:3]=1[C:4]([O:6][CH:7]([CH3:9])[CH3:8])=[O:5] |^1:23|. Procedure: using isopropyl 2-chloro-4-fluoro-5-[3,6-dihydro-4-methyl-2,6-dioxo-1(2H)-pyrimidinyl]-benzoate with sodium isopropylate in isopropanol there is obtained isopropyl 2-chloro-4-fluoro-5-[3,6-dihydro-3,4-dimethyl-2,6-dioxo-1(2H)-pyrimidinyl]-benzoate, 1H--NMR (CDCl3, 60 MHz) 7.88 ppm (d, 1H), 7.38 ppm (d, 1H), 5.77 ppm (s, 1H), 5.30 ppm (m, 1H), 3.50 ppm (s, 3H), 2.36 ppm (s, 3H), 1.40 ppm (d, 6H),